Dataset: the Open Reaction Database (ORD), a public repository of structured organic reaction records. Task: describe an organic reaction: reactants, conditions, products, and yield Starting materials: O1C=CC(C=C1)=O (4-Pyranone), C(C)(C)(C)OC(NN)=O (t-butylcarbazate). Run in C(C)O (ethanol). The product is C(C)(C)(C)OC(=O)NN1C=CC(C=C1)=O (1-(t-Butyloxycarbonylamino)-4-pyridone). Yield: 55.2%. Reaction SMILES: O1[CH:6]=[CH:5][C:4](=[O:7])[CH:3]=[CH:2]1.[C:8]([O:12][C:13](=[O:16])[NH:14][NH2:15])([CH3:11])([CH3:10])[CH3:9]>C(O)C>[C:8]([O:12][C:13]([NH:14][N:15]1[CH:6]=[CH:5][C:4](=[O:7])[CH:3]=[CH:2]1)=[O:16])([CH3:11])([CH3:10])[CH3:9]. Reported procedure: 4-Pyranone (1 g, 10.4 mmol) and t-butylcarbazate (1.32 g, 10 mmol) were heated at reflux in ethanol for 48 h. The solvent was gradually allowed to distil from the mixture and the residue was chromatographed on silica gel 60, eluting with ethanol, dichloromethane (1:19) to give the title compound (1.16 g, 50%); υmax (KBr) 1723, 1630, and 1550 cm-1 ; δH 1.54 (9H, s), 6.47 (2H, d), and 7.60 (2H, d); M+ 210.